This data is from the Open Reaction Database (ORD), a public repository of structured organic reaction records. The task is: describe an organic reaction: reactants, conditions, products, and yield Starting materials: FC1=C(C(=O)NC(CCO)C2=CC=C(C=C2)C(C)(C)C)C(=CC=C1)F (N-(2,6-difluorobenzoyl)-3-amino-3-(4-tert-butylphenyl)-1-propanol), P12(=S)SP3(=S)SP(=S)(S1)SP(=S)(S2)S3 (phosphorus pentasulfide), [OH-].[Na+] (sodium hydroxide). Run in C1(=CC=CC=C1)C (toluene). Yields the product FC1=C(C(=CC=C1)F)C=1SCCC(N1)C1=CC=C(C=C1)C(C)(C)C (2-(2,6-difluorophenyl)-4-(4-tert-butylphenyl)-5,6-dihydro-(4H)1,3-thiazine). The yield is 54.3%. As a reaction SMILES: [F:1][C:2]1[CH:24]=[CH:23][CH:22]=[C:21]([F:25])[C:3]=1[C:4]([NH:6][CH:7]([C:11]1[CH:16]=[CH:15][C:14]([C:17]([CH3:20])([CH3:19])[CH3:18])=[CH:13][CH:12]=1)[CH2:8][CH2:9]O)=O.P12(SP3(SP(SP(S3)(S1)=S)(=S)S2)=S)=[S:27].[OH-].[Na+]>C1(C)C=CC=CC=1>[F:1][C:2]1[CH:24]=[CH:23][CH:22]=[C:21]([F:25])[C:3]=1[C:4]1[S:27][CH2:9][CH2:8][CH:7]([C:11]2[CH:16]=[CH:15][C:14]([C:17]([CH3:20])([CH3:19])[CH3:18])=[CH:13][CH:12]=2)[N:6]=1 |f:2.3|. Procedure details: A mixture of 5.0 g (14.4 mmol) of N-(2,6-difluorobenzoyl)-3-amino-3-(4-tert-butylphenyl)-1-propanol, 3.2 g (14.4 mmol) of phosphorus pentasulfide and 30 ml of toluene is heated under reflux for 6 hours. The mixture is allowed to cool, 10 ml of 20% strength aqueous sodium hydroxide solution are added and the mixture is heated under reflux for 30 minutes. After customary working up, the crude product is purified by column chromatography on silica gel (mobile phase n-hexane/ethyl acetate 8/2). 2.7 ... Starting materials: C(CC)N(CCC)CCC (Tri-n-propylamine), ClC1=NC2=CC(=C(C=C2C=N1)OC)OC (2-chloro-6,7-dimethoxyquinazoline), C(C)N1C(C2=C(N=C(N=C2)N2CCNCC2)C=C1)=O (6-ethyl-2-piperazinopyrido[4,3-d]pyrimidine-5(6H)-one). The solvent is C(CC(C)C)O (isoamyl alcohol). Product: COC=1C=C2C=NC(=NC2=CC1OC)N1CCN(CC1)C=1N=CC2=C(N1)C=CN(C2=O)CC (6,7-Dimethoxy-2-(4-(5,6-dihydro-6-ethyl-5-oxopyrido[4,3-d]pyrimidine-2-yl)piperazino)quinazoline). Yield: 92.9%. RXN SMILES: C(N(CCC)CCC)CC.Cl[C:12]1[N:21]=[CH:20][C:19]2[C:14](=[CH:15][C:16]([O:24][CH3:25])=[C:17]([O:22][CH3:23])[CH:18]=2)[N:13]=1.[CH2:26]([N:28]1[CH:43]=[CH:42][C:31]2[N:32]=[C:33]([N:36]3[CH2:41][CH2:40][NH:39][CH2:38][CH2:37]3)[N:34]=[CH:35][C:30]=2[C:29]1=[O:44])[CH3:27]>C(O)CC(C)C>[CH3:23][O:22][C:17]1[CH:18]=[C:19]2[C:14](=[CH:15][C:16]=1[O:24][CH3:25])[N:13]=[C:12]([N:39]1[CH2:38][CH2:37][N:36]([C:33]3[N:34]=[CH:35][C:30]4[C:29](=[O:44])[N:28]([CH2:26][CH3:27])[CH:43]=[CH:42][C:31]=4[N:32]=3)[CH2:41][CH2:40]1)[N:21]=[CH:20]2. Reported procedure: Tri-n-propylamine (0.43 g) was added to 0.67 g of the 2-chloro-6,7-dimethoxyquinazoline synthesized in Referential Example 91 and 0.78 g of the 6-ethyl-2-piperazinopyrido[4,3-d]pyrimidine-5(6H)-one synthesized in Referential Example 14. Using 5 g of isoamyl alcohol as a solvent, they were heated and reacted for 10 hours under reflux. The resultant crystals were collected by filtration and then washed first with ethyl acetate and then with hexane. They were dried to obtain 1.24 g of the above-ide... Reactants: C(C1=CC=CC=C1)OC(CC(C(=O)N[C@@H](C(C)(C)C)C(NC)=O)N1CN(C=C1)C1=CC=C(C=C1)C1=CC=CC=C1)=O (3(RS)-(3-biphenyl-4-yl-1H-imidazol-1-yl)-N-(2,2-dimethyl-1(S)-methylcarbamoylpropyl)succinamic acid benzyl ester). Run in CCO (EtOH). Yields the product C1(=CC=C(C=C1)N1CN(C=C1)C(CC(=O)O)C(=O)N[C@@H](C(C)(C)C)C(NC)=O)C1=CC=CC=C1 (3(RS)-(3-biphenyl-4-yl-1H-imidazol-1-yl)-N-(2,2-dimethyl-1(S)-methylcarbamoylpropyl)succinamic acid). Reaction SMILES: C([O:8][C:9](=[O:41])[CH2:10][CH:11]([N:24]1[CH:28]=[CH:27][N:26]([C:29]2[CH:34]=[CH:33][C:32]([C:35]3[CH:40]=[CH:39][CH:38]=[CH:37][CH:36]=3)=[CH:31][CH:30]=2)[CH2:25]1)[C:12]([NH:14][C@H:15]([C:20](=[O:23])[NH:21][CH3:22])[C:16]([CH3:19])([CH3:18])[CH3:17])=[O:13])C1C=CC=CC=1>CCO>[C:32]1([C:35]2[CH:40]=[CH:39][CH:38]=[CH:37][CH:36]=2)[CH:31]=[CH:30][C:29]([N:26]2[CH:27]=[CH:28][N:24]([CH:11]([C:12]([NH:14][C@H:15]([C:20](=[O:23])[NH:21][CH3:22])[C:16]([CH3:19])([CH3:17])[CH3:18])=[O:13])[CH2:10][C:9]([OH:41])=[O:8])[CH2:25]2)=[CH:34][CH:33]=1. Procedure details: According to the procedure described in Example 1(a), a suspension of 3(RS)-(3-biphenyl-4-yl-1H-imidazol-1-yl)-N-(2,2-dimethyl-1(S)-methylcarbamoylpropyl)succinamic acid benzyl ester in EtOH was hydrogenated to provide 3(RS)-(3-biphenyl-4-yl-1H-imidazol-1-yl)-N-(2,2-dimethyl-1(S)-methylcarbamoylpropyl)succinamic acid as a solid, mp 187.0-8.2° C. The reactants are C1CCOC1, COC(=O)c1cn2ncc(C#N)c(Nc3ccc(Oc4ccccc4OC)cc3)c2c1C, CO, [Na+], [OH-]. Yields the product COc1ccccc1Oc1ccc(Nc2c(C#N)cnn3cc(C(=O)O)c(C)c23)cc1. Reaction SMILES: [CH2:37]1[O:38][CH2:39][CH2:40][CH2:41]1.[CH3:1][O:2][C:3](=[O:4])[c:5]1[c:6]([CH3:32])[c:7]2[n:8]([n:9][cH:10][c:11]([C:29]#[N:30])[c:12]2[NH:13][c:14]2[cH:15][cH:16][c:17]([O:20][c:21]3[c:22]([O:27][CH3:28])[cH:23][cH:24][cH:25][cH:26]3)[cH:18][cH:19]2)[cH:31]1.[CH3:35][OH:36].[Na+:34].[OH-:33]>>[O:2]=[C:3]([OH:4])[c:5]1[c:6]([CH3:32])[c:7]2[n:8]([n:9][cH:10][c:11]([C:29]#[N:30])[c:12]2[NH:13][c:14]2[cH:15][cH:16][c:17]([O:20][c:21]3[c:22]([O:27][CH3:28])[cH:23][cH:24][cH:25][cH:26]3)[cH:18][cH:19]2)[cH:31]1. Starting materials: C1(=CC=CC=C1)P(C1=CC=CC=C1)C1=CC=CC=C1 (triphenylphosphine), N(=NC(=O)OCC)C(=O)OCC (diethyl azodicarboxylate), N(=NC(=O)OCC)C(=O)OCC (Diethyl azodicarboxylate), C1(=CC=CC=C1)P(C1=CC=CC=C1)C1=CC=CC=C1 (triphenylphosphine), N1=CC(=CC2=CC=CC=C12)NC([C@H]1N(C[C@@H](C1)O)C(=O)OC(C)(C)C)=O (trans-4-hydroxy-N-tert-butoxycarbonyl-L-proline 3-quinolylamide), [OH-].[Na+] (sodium hydroxide). The solvent is O (water), C(=O)O (formic acid), O1CCCC1 (tetrahydrofuran), C(=O)O (formic acid). Reaction conditions: time 30 minute. The product is Mitsunobu reagent, N1=CC(=CC2=CC=CC=C12)NC([C@H]1N(C[C@H](C1)O)C(=O)OC(C)(C)C)=O (N-tert-Butoxycarbonyl-cis-4-Hydroxy-L-Proline 3-Quinolylamide). Reaction SMILES: N(C(OCC)=O)=NC(OCC)=O.C1(P(C2C=CC=CC=2)C2C=CC=CC=2)C=CC=CC=1.[N:32]1[C:41]2[C:36](=[CH:37][CH:38]=[CH:39][CH:40]=2)[CH:35]=[C:34]([NH:42][C:43](=[O:57])[C@@H:44]2[CH2:48][C@@H:47]([OH:49])[CH2:46][N:45]2[C:50]([O:52][C:53]([CH3:56])([CH3:55])[CH3:54])=[O:51])[CH:33]=1.[OH-].[Na+]>O1CCCC1.O.C(O)=O>[N:32]1[C:41]2[C:36](=[CH:37][CH:38]=[CH:39][CH:40]=2)[CH:35]=[C:34]([NH:42][C:43](=[O:57])[C@@H:44]2[CH2:48][C@H:47]([OH:49])[CH2:46][N:45]2[C:50]([O:52][C:53]([CH3:55])([CH3:54])[CH3:56])=[O:51])[CH:33]=1 |f:3.4|. Procedure details: Diethyl azodicarboxylate (40% solution in toluene, 1.4 mL) was added to a solution of triphenylphosphine (808 mg) in tetrahydrofuran (5 mL) at ñ15° C. After stirring at −15° C. to 0° C. for 30 min, trans-4-hydroxy-N-tert-butoxycarbonyl-L-proline 3-quinolylamide (A, 729 mg), and formic acid (100 mL) were added. After stirring at room temperature for 3.5 hr, formic acid (100 mL) was added, and stirring was continued for 2 hr. Then additional Mitsunobu reagent which was prepared from triphenylphosp... The reactants are ClCCl, FC(F)(F)c1ccc(C2NCCc3ccccc32)cc1, O=C(Cl)c1ccc2nonc2c1. Product: O=C(c1ccc2nonc2c1)N1CCc2ccccc2C1c1ccc(C(F)(F)F)cc1. As a reaction SMILES: [Cl:33][CH2:34][Cl:35].[F:1][C:2]([c:3]1[cH:4][cH:5][c:6]([CH:9]2[NH:10][CH2:11][CH2:12][c:13]3[cH:14][cH:15][cH:16][cH:17][c:18]32)[cH:7][cH:8]1)([F:19])[F:20].[n:21]1[o:22][n:23][c:24]2[c:25]1[cH:26][cH:27][c:28]([C:30](=[O:31])[Cl:32])[cH:29]2>>[F:1][C:2]([c:3]1[cH:4][cH:5][c:6]([CH:9]2[N:10]([C:30]([c:28]3[cH:27][cH:26][c:25]4[n:21][o:22][n:23][c:24]4[cH:29]3)=[O:31])[CH2:11][CH2:12][c:13]3[cH:14][cH:15][cH:16][cH:17][c:18]32)[cH:7][cH:8]1)([F:19])[F:20].